From a dataset of the Open Reaction Database (ORD), a public repository of structured organic reaction records. describe an organic reaction: reactants, conditions, products, and yield Starting materials: C1CCNC1, CCCCC, CCC(=O)CC, [Cl-], [Cl-], [Cl-], [Cl-], [Ti+4]. Product: CC=C(CC)N1CCCC1. Reaction SMILES: [CH2:1]1[CH2:2][CH2:3][NH:4][CH2:5]1.[CH3:12][CH2:13][CH2:14][CH2:15][CH3:16].[CH3:6][CH2:7][C:8]([CH2:9][CH3:10])=[O:11].[Cl-:17].[Cl-:18].[Cl-:19].[Cl-:20].[Ti+4:21]>>[CH2:1]1[CH2:2][CH2:3][N:4]([C:8](=[CH:7][CH3:6])[CH2:9][CH3:10])[CH2:5]1. Reactants: CO, COC(C)(OC)C(C)N, N#CBr, O. Product: COC(C)(OC)C(C)NC#N. As a reaction SMILES: [CH3:14][OH:15].[CH3:4][O:5][C:6]([CH:7]([CH3:8])[NH2:9])([CH3:10])[O:11][CH3:12].[N:1]#[C:2][Br:3].[OH2:13]>>[N:1]#[C:2][NH:9][CH:7]([C:6]([O:5][CH3:4])([CH3:10])[O:11][CH3:12])[CH3:8]. Reaction SMILES: [CH3:1][O:2][C:3](=[O:4])[CH:5]1[NH:6][c:7]2[cH:8][cH:9][cH:10][cH:11][c:12]2[CH2:13]1.[Cl:20][c:21]1[cH:22][c:23]([S:28](=[O:29])(=[O:30])[Cl:31])[cH:24][cH:25][c:26]1[Cl:27].[Cl:32][CH2:33][Cl:34].[cH:14]1[cH:15][cH:16][n:17][cH:18][cH:19]1>>[CH3:1][O:2][C:3](=[O:4])[CH:5]1[N:6]([S:28]([c:23]2[cH:22][c:21]([Cl:20])[c:26]([Cl:27])[cH:25][cH:24]2)(=[O:29])=[O:30])[c:7]2[cH:8][cH:9][cH:10][cH:11][c:12]2[CH2:13]1. The reactants are COC(=O)C1Cc2ccccc2N1, O=S(=O)(Cl)c1ccc(Cl)c(Cl)c1, ClCCl, c1ccncc1. Yields the product COC(=O)C1Cc2ccccc2N1S(=O)(=O)c1ccc(Cl)c(Cl)c1. The reactants are CC(=O)C1=CC=C(C=C1)N (4-Aminoacetophenone), C(C1=CC=CC=C1)(=O)Cl (benzoyl chloride). Run in ClCCl (dichloromethane). Conditions: time 16 hour. Yields the product CC(=O)C1=CC=C(C=C1)NC(=O)C (4-acetamidoacetophenone). Reaction SMILES: [CH3:1][C:2]([C:4]1[CH:9]=[CH:8][C:7]([NH2:10])=[CH:6][CH:5]=1)=[O:3].[C:11](Cl)(=[O:18])[C:12]1C=CC=CC=1>ClCCl>[CH3:1][C:2]([C:4]1[CH:9]=[CH:8][C:7]([NH:10][C:11]([CH3:12])=[O:18])=[CH:6][CH:5]=1)=[O:3]. Reported procedure: 4-Aminoacetophenone (1.35 g, 10.0 mmol) was dissolved in dichloromethane (10 mL) and treated with benzoyl chloride (1.74 mL, 15.0 mmol). The mixture was stirred for 16 hours at which time a white precipitate had formed. The solid was removed by filtration, washing with dichloromethane (3×20 mL) to provide 4-acetamidoacetophenone as a white sold (2.74 g). 1H NMR (200 MHz, DMSO-d6) δ 10.53 (s, 1H), 7.92 (s, 7H), 7.54 (m, 3H), 2.50 (s, 3H).